This data is from the Open Reaction Database (ORD), a public repository of structured organic reaction records. The task is: describe an organic reaction: reactants, conditions, products, and yield The reactants are Cc1c(Br)ccc(=O)n1CC(F)(F)F, C1CCOC1, [Cs+], [F-], OB(O)c1cc(F)cc(F)c1F. The product is Cc1c(-c2cc(F)cc(F)c2F)ccc(=O)n1CC(F)(F)F. RXN SMILES: [Br:1][c:2]1[cH:3][cH:4][c:5](=[O:14])[n:6]([CH2:9][C:10]([F:11])([F:12])[F:13])[c:7]1[CH3:8].[CH2:29]1[O:30][CH2:31][CH2:32][CH2:33]1.[Cs+:28].[F-:27].[F:15][c:16]1[c:17]([B:24]([OH:25])[OH:26])[cH:18][c:19]([F:23])[cH:20][c:21]1[F:22]>>[c:2]1(-[c:17]2[c:16]([F:15])[c:21]([F:22])[cH:20][c:19]([F:23])[cH:18]2)[cH:3][cH:4][c:5](=[O:14])[n:6]([CH2:9][C:10]([F:11])([F:12])[F:13])[c:7]1[CH3:8]. Reactants: COC(=O)N(Cc1cc(C(F)(F)F)cc(C(F)(F)F)c1)C1CC(C2CC2)N(C(=O)Cl)c2ccc(C(F)(F)F)cc21, OCC(F)(F)F. Product: COC(=O)N(Cc1cc(C(F)(F)F)cc(C(F)(F)F)c1)C1CC(C2CC2)N(C(=O)OCC(F)(F)F)c2ccc(C(F)(F)F)cc21. RXN SMILES: [F:1][C:2]([c:3]1[cH:4][c:5]([CH2:6][N:7]([CH:8]2[CH2:9][CH:10]([CH:25]3[CH2:26][CH2:27]3)[N:11]([C:22](=[O:23])[Cl:24])[c:12]3[cH:13][cH:14][c:15]([C:18]([F:19])([F:20])[F:21])[cH:16][c:17]32)[C:28](=[O:29])[O:30][CH3:31])[cH:32][c:33]([C:35]([F:36])([F:37])[F:38])[cH:34]1)([F:39])[F:40].[OH:41][CH2:42][C:43]([F:44])([F:45])[F:46]>>[F:1][C:2]([c:3]1[cH:4][c:5]([CH2:6][N:7]([CH:8]2[CH2:9][CH:10]([CH:25]3[CH2:26][CH2:27]3)[N:11]([C:22](=[O:23])[O:41][CH2:42][C:43]([F:44])([F:45])[F:46])[c:12]3[cH:13][cH:14][c:15]([C:18]([F:19])([F:20])[F:21])[cH:16][c:17]32)[C:28](=[O:29])[O:30][CH3:31])[cH:32][c:33]([C:35]([F:36])([F:37])[F:38])[cH:34]1)([F:39])[F:40]. Product: CCc1ccc(CNC2CCN(CCn3c(=O)cnc4ccc(OC)cc43)CC2)cc1. Starting materials: CC(=O)O[BH-](OC(C)=O)OC(C)=O, O=C([O-])O, CCc1ccc(C=O)cc1, CC(=O)O, ClC(Cl)Cl, COc1ccc2ncc(=O)n(CCN3CCC(N)CC3)c2c1, [Na+], [Na+]. RXN SMILES: [C:33]([O:34][BH-:35]([O:36][C:37](=[O:38])[CH3:39])[O:40][C:41](=[O:42])[CH3:43])(=[O:44])[CH3:45].[C:47](=[O:48])([O-:49])[OH:50].[CH2:23]([CH3:24])[c:25]1[cH:26][cH:27][c:28]([CH:29]=[O:30])[cH:31][cH:32]1.[CH3:52][C:53](=[O:54])[OH:55].[CH:56]([Cl:57])([Cl:58])[Cl:59].[NH2:1][CH:2]1[CH2:3][CH2:4][N:5]([CH2:8][CH2:9][n:10]2[c:11](=[O:22])[cH:12][n:13][c:14]3[cH:15][cH:16][c:17]([O:20][CH3:21])[cH:18][c:19]23)[CH2:6][CH2:7]1.[Na+:46].[Na+:51]>>[NH:1]([CH:2]1[CH2:3][CH2:4][N:5]([CH2:8][CH2:9][n:10]2[c:11](=[O:22])[cH:12][n:13][c:14]3[cH:15][cH:16][c:17]([O:20][CH3:21])[cH:18][c:19]23)[CH2:6][CH2:7]1)[CH2:29][c:28]1[cH:27][cH:26][c:25]([CH2:23][CH3:24])[cH:32][cH:31]1. Reactants: BrC=1N=C(SC1)COC=1C(=C(C#N)C(=CC1)F)F (3-((4-bromothiazol-2-yl)methoxy)-2,6-difluorobenzonitrile), Cl.NO (hydroxylamine hydrochloride), [OH-].[Na+] (NaOH). Solvent: CCO (EtOH). Product: BrC=1N=C(SC1)COC=1C(=C(C(N)=NO)C(=CC1)F)F (3-((4-Bromothiazol-2-yl)methoxy)-2,6-difluoro-N′-hydroxy benzimidamide). RXN SMILES: [Br:1][C:2]1[N:3]=[C:4]([CH2:7][O:8][C:9]2[C:10]([F:18])=[C:11]([C:14]([F:17])=[CH:15][CH:16]=2)[C:12]#[N:13])[S:5][CH:6]=1.Cl.[NH2:20][OH:21].[OH-].[Na+]>CCO>[Br:1][C:2]1[N:3]=[C:4]([CH2:7][O:8][C:9]2[C:10]([F:18])=[C:11]([C:14]([F:17])=[CH:15][CH:16]=2)[C:12](=[N:20][OH:21])[NH2:13])[S:5][CH:6]=1 |f:1.2,3.4|. Reported procedure: To a solution of 3-((4-bromothiazol-2-yl)methoxy)-2,6-difluorobenzonitrile (0.10 g, 0.30 mmol) in EtOH (5 ml) was added hydroxylamine hydrochloride (0.103 g, 1.50 mmol) and NaOH (0.060 g, 1.50 mmol). The resulting reaction mixture was refluxed for 3 h. After the completion of the reaction (TLC monitoring), the mixture was concentrated, added EtOH and filtered. The filtrate was evaporated in vaccuo and used as such for the next step (crude yield 0.07 g, 63%). MS: 363.93 (M+H)+. Starting materials: ClCCCC(=O)C1=CC2=C(SC3=C2C=C(C=C3)C(CCCCl)=O)C=C1 (2,8-bis(4-chlorobutyryl)dibenzothiophene), N1CCCCC1 (piperidine), [I-].[K+] (potassium iodide). The solvent is O1CCCC1 (tetrahydrofuran). Run at temperature 125 celsius, time 24 hour. Product: N1(CCCCC1)CCCC(=O)C1=CC2=C(SC3=C2C=C(C=C3)C(CCCN3CCCCC3)=O)C=C1 (2,8-bis(4-piperidinobutyryl)dibenzothiophene). As a reaction SMILES: Cl[CH2:2][CH2:3][CH2:4][C:5]([C:7]1[CH:25]=[CH:24][C:10]2[S:11][C:12]3[CH:17]=[CH:16][C:15]([C:18](=[O:23])[CH2:19][CH2:20][CH2:21]Cl)=[CH:14][C:13]=3[C:9]=2[CH:8]=1)=[O:6].[NH:26]1[CH2:31][CH2:30][CH2:29][CH2:28][CH2:27]1.[I-].[K+]>O1CCCC1>[N:26]1([CH2:2][CH2:3][CH2:4][C:5]([C:7]2[CH:25]=[CH:24][C:10]3[S:11][C:12]4[CH:17]=[CH:16][C:15]([C:18](=[O:23])[CH2:19][CH2:20][CH2:21][N:26]5[CH2:31][CH2:30][CH2:29][CH2:28][CH2:27]5)=[CH:14][C:13]=4[C:9]=3[CH:8]=2)=[O:6])[CH2:31][CH2:30][CH2:29][CH2:28][CH2:27]1 |f:2.3|. Procedure: A mixture of 28.0 g (0.072 mole) of 2,8-bis(4-chlorobutyryl)dibenzothiophene, 49.4 g (0.58 mole) of piperidine and 2.0 g of potassium iodide in 200 ml of tetrahydrofuran is heated at 125° C. with stirring for 24 hours in a Parr general purpose bomb. The reaction mixture is cooled, filtered, and the filtrate is evaporated in vacuo leaving a residue which is washed with water and recrystallized twice from acetone to give 2,8-bis(4-piperidinobutyryl)dibenzothiophene, M.P. 93°-95° C. Reactants: [Br-], [Mg+]c1cccc(Cl)c1, O=C1CCCCC1, C1CCOC1. The product is OC1(c2cccc(Cl)c2)CCCCC1. RXN SMILES: [Br-:1].[Cl:2][c:3]1[cH:4][c:5]([Mg+:9])[cH:6][cH:7][cH:8]1.[O:10]=[C:11]1[CH2:12][CH2:13][CH2:14][CH2:15][CH2:16]1.[O:17]1[CH2:18][CH2:19][CH2:20][CH2:21]1>>[Cl:2][c:3]1[cH:4][c:5]([C:11]2([OH:10])[CH2:12][CH2:13][CH2:14][CH2:15][CH2:16]2)[cH:6][cH:7][cH:8]1. The reactants are O=Cc1c(Cl)[nH]c2ccccc12, [H-], CI, [Na+], CN(C)C=O. Yields the product Cn1c(Cl)c(C=O)c2ccccc21. As a reaction SMILES: [Cl:3][c:4]1[nH:5][c:6]2[cH:7][cH:8][cH:9][cH:10][c:11]2[c:12]1[CH:13]=[O:14].[H-:2].[I:15][CH3:16].[Na+:1].[O:17]=[CH:18][N:19]([CH3:20])[CH3:21]>>[Cl:3][c:4]1[n:5]([CH3:16])[c:6]2[cH:7][cH:8][cH:9][cH:10][c:11]2[c:12]1[CH:13]=[O:14].